This data is from the Open Reaction Database (ORD), a public repository of structured organic reaction records. The task is: describe an organic reaction: reactants, conditions, products, and yield The reactants are F[B-](F)(F)F, CN1CC2CCC(C1)N2, COC(=O)c1ccc2c(C3CCCCC3)c3n(c2c1)CC(C(=O)O)=Cc1ccccc1-3, CCN(C(C)C)C(C)C, Cl, Cl, CN(C)C=O, CN(C)C(On1nnc2ccccc21)=[N+](C)C. Product: COC(=O)c1ccc2c(C3CCCCC3)c3n(c2c1)CC(C(=O)N1C2CCC1CN(C)C2)=Cc1ccccc1-3. Reaction SMILES: [B-:1]([F:2])([F:3])([F:4])[F:5].[CH3:65][N:66]1[CH2:67][CH:68]2[CH2:69][CH2:70][CH:71]([CH2:72]1)[NH:73]2.[CH:23]1([c:29]2[c:30]3[cH:31][cH:32][c:33]([C:50](=[O:51])[O:52][CH3:53])[cH:34][c:35]3[n:36]3[c:37]2-[c:38]2[c:39]([cH:46][cH:47][cH:48][cH:49]2)[CH:40]=[C:41]([C:43](=[O:44])[OH:45])[CH2:42]3)[CH2:24][CH2:25][CH2:26][CH2:27][CH2:28]1.[CH:54]([N:55]([CH2:56][CH3:57])[CH:58]([CH3:59])[CH3:60])([CH3:61])[CH3:62].[ClH:63].[ClH:64].[O:74]=[CH:75][N:76]([CH3:77])[CH3:78].[n:6]1([O:7][C:8]([N:9]([CH3:10])[CH3:11])=[N+:12]([CH3:13])[CH3:14])[c:15]2[cH:16][cH:17][cH:18][cH:19][c:20]2[n:21][n:22]1>>[CH:23]1([c:29]2[c:30]3[cH:31][cH:32][c:33]([C:50](=[O:51])[O:52][CH3:53])[cH:34][c:35]3[n:36]3[c:37]2-[c:38]2[c:39]([cH:46][cH:47][cH:48][cH:49]2)[CH:40]=[C:41]([C:43](=[O:44])[N:73]2[CH:68]4[CH2:67][N:66]([CH3:65])[CH2:72][CH:71]2[CH2:70][CH2:69]4)[CH2:42]3)[CH2:24][CH2:25][CH2:26][CH2:27][CH2:28]1. RXN SMILES: [N:1]1[CH:6]=[CH:5][CH:4]=[N:3][C:2]=1[NH2:7].[CH2:8]([O:15][C:16](=[O:24])[NH:17][CH:18]([CH3:23])[C:19](=O)[CH2:20]Br)[C:9]1[CH:14]=[CH:13][CH:12]=[CH:11][CH:10]=1>CCO>[CH2:8]([O:15][C:16](=[O:24])[NH:17][CH:18]([C:19]1[N:7]=[C:2]2[N:3]=[CH:4][CH:5]=[CH:6][N:1]2[CH:20]=1)[CH3:23])[C:9]1[CH:14]=[CH:13][CH:12]=[CH:11][CH:10]=1. Product: C(C1=CC=CC=C1)OC(NC(C)C=1N=C2N(C=CC=N2)C1)=O ((1-imidazo[1,2-a]pyrimidin-2-yl-ethyl)-carbamic acid benzyl ester). Run in CCO (EtOH). Starting materials: N1=C(N=CC=C1)N (pyrimidin-2-ylamine), C(C1=CC=CC=C1)OC(NC(C(CBr)=O)C)=O ((3-bromo-1-methyl-2-oxopropyl)-carbamic acid benzyl ester). Reported procedure: A mixture of pyrimidin-2-ylamine (3 gm, 31.5 mmol) and (3-bromo-1-methyl-2-oxopropyl)-carbamic acid benzyl ester (9.4 gm, 31.54 mmol) in EtOH (20 mL) was heated to reflux overnight. After completion, the reaction mixture was cooled to rt and EtOH was removed in vacuo. The residue was dissolved in EtOAc and washed with satd. sodium bicarbonate solution. The organic layer was dried over sodium sulfate, filtered and concentrated in vacuo. The crude product was purified by column chromatography usin... Starting materials: [BH4-], C1CCOC1, CO, O=Cc1ccc(CC(=O)O)cc1, CCCCOc1nc(N)c2nc(OC)n(CCCN)c2n1, [Na+]. Product: CCCCOc1nc(N)c2nc(OC)n(CCCNCc3ccc(CC(=O)O)cc3)c2n1. Reaction SMILES: [BH4-:34].[CH2:38]1[O:39][CH2:40][CH2:41][CH2:42]1.[CH3:36][OH:37].[CH:22](=[O:23])[c:24]1[cH:25][cH:26][c:27]([CH2:30][C:31](=[O:32])[OH:33])[cH:28][cH:29]1.[NH2:1][CH2:2][CH2:3][CH2:4][n:5]1[c:6]2[n:7][c:8]([O:17][CH2:18][CH2:19][CH2:20][CH3:21])[n:9][c:10]([NH2:16])[c:11]2[n:12][c:13]1[O:14][CH3:15].[Na+:35]>>[NH:1]([CH2:2][CH2:3][CH2:4][n:5]1[c:6]2[n:7][c:8]([O:17][CH2:18][CH2:19][CH2:20][CH3:21])[n:9][c:10]([NH2:16])[c:11]2[n:12][c:13]1[O:14][CH3:15])[CH2:22][c:24]1[cH:25][cH:26][c:27]([CH2:30][C:31](=[O:32])[OH:33])[cH:28][cH:29]1. The reactants are OC1CC(CC1)CC(C(=O)NC=1SC=CN1)C1=CC=C(C=C1)S(=O)(=O)C (3-(3-hydroxy-cyclopentyl)-2-(4-methanesulfonyl-phenyl)-N-thiazol-2-yl-propionamide), [Cr](=O)(=O)([O-])Cl.[NH+]1=CC=CC=C1 (pyridinium chlorochromate), OC1CC(CC1)CC(C(=O)NC=1SC=CN1)C1=CC=C(C=C1)S(=O)(=O)C (3-(3-hydroxy-cyclopentyl)-2-(4-methanesulfonyl-phenyl)-N-thiazol-2-yl-propionamide), [Cr](=O)(=O)([O-])Cl.[NH+]1=CC=CC=C1 (pyridinium chlorochromate). Run in C(Cl)Cl (methylene chloride). Conditions: temperature 25 celsius, time 3 hour. Product: hexanes ethyl acetate, CS(=O)(=O)C1=CC=C(C=C1)C(C(=O)NC=1SC=CN1)CC1CC(CC1)=O (2-(4-methanesulfonyl-phenyl)-3-(3-oxo-cyclopentyl)-N-thiazol-2-yl-propionamide). The yield is 29.8%. As a reaction SMILES: [OH:1][CH:2]1[CH2:6][CH2:5][CH:4]([CH2:7][CH:8]([C:17]2[CH:22]=[CH:21][C:20]([S:23]([CH3:26])(=[O:25])=[O:24])=[CH:19][CH:18]=2)[C:9]([NH:11][C:12]2[S:13][CH:14]=[CH:15][N:16]=2)=[O:10])[CH2:3]1.[Cr](Cl)([O-])(=O)=O.[NH+]1C=CC=CC=1>C(Cl)Cl>[CH3:26][S:23]([C:20]1[CH:21]=[CH:22][C:17]([CH:8]([CH2:7][CH:4]2[CH2:5][CH2:6][C:2](=[O:1])[CH2:3]2)[C:9]([NH:11][C:12]2[S:13][CH:14]=[CH:15][N:16]=2)=[O:10])=[CH:18][CH:19]=1)(=[O:24])=[O:25] |f:1.2|. Procedure details: A solution of 3-(3-hydroxy-cyclopentyl)-2-(4-methanesulfonyl-phenyl)-N-thiazol-2-yl-propionamide (prepared as in Example 37, 155 mg, 0.393 mmol) in methylene chloride (3 mL) was treated with pyridinium chlorochromate (20 wt. % on basic alumina, 508 mg, 0.471 mmol). The resulting reaction mixture was stirred at 25° C. for 3 h, at which time, thin layer chromatography indicated a small amount of the 3-(3-hydroxy-cyclopentyl)-2-(4-methanesulfonyl-phenyl)-N-thiazol-2-yl-propionamide. The reaction mi... The reactants are IC1=CC=C(C=C1)N1\C(\C=CC=C1)=N\C ((E)-N-(1-(4-iodophenyl)pyridin-2(1H)-ylidene)methanamine), ClC1=CC=C(S1)C(=O)NCC=1N=CNC1 (5-chloro-N-((1H-imidazol-4-yl)methyl)thiophene-2-carboxamide), OC=1C=CC=C2C=CC=NC12 (8-hydroxyquinoline), C(=O)([O-])[O-].[K+].[K+] (K2CO3). Reagents/catalysts: [Cu]I (CuI). Solvent: CS(=O)C (DMSO). Reaction conditions: temperature 130 celsius. The product is ClC1=CC=C(S1)C(=O)NCC=1N=CN(C1)C1=CC=C(C=C1)N1/C(/C=CC=C1)=N/C ((E)-5-chloro-N-((1-(4-(2-(methylimino)pyridin-1(2H)-yl)phenyl)-1H-imidazol-4-yl)methyl)thiophene-2-carboxamide). Isolated yield 25.3%. As a reaction SMILES: I[C:2]1[CH:7]=[CH:6][C:5]([N:8]2[CH:13]=[CH:12][CH:11]=[CH:10]/[C:9]/2=[N:14]\[CH3:15])=[CH:4][CH:3]=1.[Cl:16][C:17]1[S:21][C:20]([C:22]([NH:24][CH2:25][C:26]2[N:27]=[CH:28][NH:29][CH:30]=2)=[O:23])=[CH:19][CH:18]=1.OC1C=CC=C2C=1N=CC=C2.C([O-])([O-])=O.[K+].[K+]>CS(C)=O.[Cu]I>[Cl:16][C:17]1[S:21][C:20]([C:22]([NH:24][CH2:25][C:26]2[N:27]=[CH:28][N:29]([C:2]3[CH:7]=[CH:6][C:5]([N:8]4[CH:13]=[CH:12][CH:11]=[CH:10]/[C:9]/4=[N:14]\[CH3:15])=[CH:4][CH:3]=3)[CH:30]=2)=[O:23])=[CH:19][CH:18]=1 |f:3.4.5|. Reported procedure: A mixture of (E)-N-(1-(4-iodophenyl)pyridin-2(1H)-ylidene)methanamine (59 mg, 0.14 mmol), 5-Chloro-N-((1H-imidazol-4-yl)methyl)thiophene-2-carboxamide 3-1 (63 mg, 0.18 mmol), 8-hydroxyquinoline (10 mg, 0.069 mmol) and K2CO3 (100 mg, 0.72 mmol) in DMSO (1 mL) was degassed with Ar before being charged with CuI (15 mg, 0.079 mmol). The mixture in a sealed tube was heated at 130° C. overnight. It was then purified by HPLC to give the titled compound (15 mg). MS 424.1 and 426.1 (M+H, Cl pattern). Reactants: C1N(CCN2C1C1=C(CC3=C2C=CC=C3)C=CC=C1)CCOCC(=O)O (2-(1,2,3,4,10,14b-hexahydrodibenzo[c,f]pyrazino[1,2-a]azepin-2-yl)ethoxyacetic acid), ClC(=O)OCC (ethyl chloroformate), O (water), N (ammonia). The solvent is O1CCCC1 (tetrahydrofuran), O1CCCC1 (tetrahydrofuran), O1CCCC1 (tetrahydrofuran). Reaction conditions: time 30 minute. Yields the product C1N(CCN2C1C1=C(CC3=C2C=CC=C3)C=CC=C1)CCOCC(=O)N (2-(1,2,3,4,10,14b-Hexahydrodibenzo[c,f]pyrazino[1,2-a]azepin-2-yl)ethoxyacetamide). The yield is 82.0%. As a reaction SMILES: [CH2:1]1[CH:6]2[C:7]3[CH:19]=[CH:18][CH:17]=[CH:16][C:8]=3[CH2:9][C:10]3[CH:15]=[CH:14][CH:13]=[CH:12][C:11]=3[N:5]2[CH2:4][CH2:3][N:2]1[CH2:20]COCC(O)=O.Cl[C:28]([O:30][CH2:31][CH3:32])=O.[NH3:33].[OH2:34]>O1CCCC1>[CH2:1]1[CH:6]2[C:7]3[CH:19]=[CH:18][CH:17]=[CH:16][C:8]=3[CH2:9][C:10]3[CH:15]=[CH:14][CH:13]=[CH:12][C:11]=3[N:5]2[CH2:4][CH2:3][N:2]1[CH2:20][CH2:28][O:30][CH2:31][C:32]([NH2:33])=[O:34]. Procedure: 0.358 g of 2-(1,2,3,4,10,14b-hexahydrodibenzo[c,f]pyrazino[1,2-a]azepin-2-yl)ethoxyacetic acid (prepared as described in Example 2) and 0.11 g of tetrahydrofuran were added to 15 ml of tetrahydrofuran. A solution of 0.11 g of ethyl chloroformate in 2 ml of tetrahydrofuran was then added dropwise to the mixture, whilst ice-cooling, and the mixture was stirred at room temperature for 30 minutes. At the end of this time, 2 ml of 28% aqueous ammonia was added to the mixture, whilst ice-cooling, and ... The product is Cc1cn2c(CC(=O)Nc3scc(Br)c3-c3ncn[nH]3)csc2n1. RXN SMILES: [Br:14][c:15]1[c:16](-[c:21]2[n:22][cH:23][n:24][nH:25]2)[c:17]([NH2:20])[s:18][cH:19]1.[CH3:1][c:2]1[n:3][c:4]2[s:5][cH:6][c:7]([CH2:10][C:11](=[O:12])[OH:13])[n:8]2[cH:9]1>>[CH3:1][c:2]1[n:3][c:4]2[s:5][cH:6][c:7]([CH2:10][C:11](=[O:13])[NH:20][c:17]3[c:16](-[c:21]4[n:22][cH:23][n:24][nH:25]4)[c:15]([Br:14])[cH:19][s:18]3)[n:8]2[cH:9]1. Starting materials: Nc1scc(Br)c1-c1ncn[nH]1, Cc1cn2c(CC(=O)O)csc2n1.